From a dataset of the Open Reaction Database (ORD), a public repository of structured organic reaction records. describe an organic reaction: reactants, conditions, products, and yield RXN SMILES: C(O)(=O)C.[CH2:5]([NH:9][C:10]1[O:15][C:14](=[O:16])[C:13]2[C:17]([CH2:21][CH3:22])=[CH:18][CH:19]=[CH:20][C:12]=2[N:11]=1)[CH2:6][CH2:7][CH3:8].[S:23](=[O:27])(=[O:26])([OH:25])[OH:24]>O>[S:23]([OH:27])([OH:26])(=[O:25])=[O:24].[CH2:5]([NH:9][C:10]1[O:15][C:14](=[O:16])[C:13]2[C:17]([CH2:21][CH3:22])=[CH:18][CH:19]=[CH:20][C:12]=2[N:11]=1)[CH2:6][CH2:7][CH3:8] |f:0.1,4.5|. The solvent is O (water). Starting materials: C(C)(=O)O.C(CCC)NC1=NC2=C(C(O1)=O)C(=CC=C2)CC (2-n-butylamino-5-ethyl-4H-3,1-benzoxazin-4-one acetate), S(O)(O)(=O)=O (sulfuric acid). Product: S(=O)(=O)(O)O.C(CCC)NC1=NC2=C(C(O1)=O)C(=CC=C2)CC (2-n-butylamino-5-ethyl-4H-3,1-benzoxazin-4-one sulfate). Procedure: 2-n-butylamino-5-ethyl-4H-3,1-benzoxazin-4-one acetate (1.0 g) is dissolved in 50 ml water containing a stoichiometric equivalent of sulfuric acid, and the solution evaporated to dryness. The product is suspended in ether and filtered, air dried and recrystallized from methanol/acetone to yield 2-n-butylamino-5-ethyl-4H-3,1-benzoxazin-4-one sulfate. Reactants: CC(=O)OI1(C=2C=CC=CC2C(=O)O1)(OC(=O)C)OC(=O)C (Dess Martin Periodinane), C1(CC1)CS(=O)(=O)C[C@@H](C(NC1C(CCCC1O)O)=O)[NH-] ([(R)-2-cyclopropylmethanesulfonyl-1-(2,6-dihydroxy-cyclohexylcarbamoyl)-ethyl]-amide), [O-]S(=O)(=S)[O-].[Na+].[Na+] (Na2S2O3). The solvent is C(Cl)Cl (DCM), C(Cl)Cl (DCM). Conditions: time 3 hour. Yields the product C1(CC1)CS(=O)(=O)C[C@@H](C(NC1=CCCCC1=O)=O)NC(=O)N1CCOCC1 (morpholine-4-carboxylic acid [(R)-2-cyclopropylmethanesulfonyl-1-(6-oxo-cyclohex-1-enylcarbamoyl)-ethyl]-amide). Reaction SMILES: CC(OI1(O[C:20]([CH3:22])=[O:21])(OC(C)=O)OC(=O)C2C=CC=CC1=2)=O.[CH:23]1([CH2:26][S:27]([CH2:30][C@H:31]([NH-:43])[C:32](=[O:42])[NH:33][CH:34]2[CH:39](O)[CH2:38][CH2:37][CH2:36][CH:35]2[OH:41])(=[O:29])=[O:28])[CH2:25][CH2:24]1.[O-]S([O-])(=S)=O.[Na+].[Na+]>C(Cl)Cl>[CH:23]1([CH2:26][S:27]([CH2:30][C@H:31]([NH:43][C:32]([N:33]2[CH2:22][CH2:20][O:21][CH2:35][CH2:34]2)=[O:42])[C:32](=[O:42])[NH:33][C:34]2[C:35](=[O:41])[CH2:36][CH2:37][CH2:38][CH:39]=2)(=[O:28])=[O:29])[CH2:24][CH2:25]1 |f:2.3.4|. Reported procedure: Dess Martin Periodinane (0.688 g, 1.62 mmol) was added to a solution of the [(R)-2-cyclopropylmethanesulfonyl-1-(2,6-dihydroxy-cyclohexylcarbamoyl)-ethyl]-amide (0.32 g) in DCM (10 mL) and the mixture was stirred at room temperature for 3 hours then treated with resin bound Na2S2O3 (1.5 mmol/g, 1.9 g) and stirred at room temperature for a further 24 hours. The reaction mixture was diluted with DCM (20 mL), then filtered. The filtrate was washed with a solution of 0.25 M Na2S2O3, then with satura... Starting materials: C(C)(=O)NC(C(=O)O)C1C2=CC=CC=C2C1 ((acetylamino)(bicyclo[4.2.0]octa-1,3,5-trien-7-yl)acetic acid), Cl (hydrochloric acid). The product is Cl.NC(C(=O)O)C1C2=CC=CC=C2C1 (amino(bicyclo[4.2.0]octa-1,3,5-trien-7-yl)acetic acid, hydrochloride salt). Yield: 100.1%. As a reaction SMILES: C([NH:4][CH:5]([CH:9]1[CH2:16][C:15]2[C:10]1=[CH:11][CH:12]=[CH:13][CH:14]=2)[C:6]([OH:8])=[O:7])(=O)C.[ClH:17]>>[ClH:17].[NH2:4][CH:5]([CH:9]1[CH2:16][C:15]2[C:10]1=[CH:11][CH:12]=[CH:13][CH:14]=2)[C:6]([OH:8])=[O:7] |f:2.3|. Reported procedure: A mixture of #100 (200 mg, 0.912 mmol, 1 eq.) and 6 N aqueous hydrochloric acid (12.3 mL, 73.8 mmol, 81 eq.) was heated at reflux overnight. The reaction mixture was concentrated in vacuo to give the single enantiomer #101 (195 mg) as an off-yellow solid, which was used in the next step without further purification. The reactants are B(OC(C)C)(OC(C)C)OC(C)C (triisopropyl borate), BrC1=C(C=CC=C1)SCC (1-bromo-2-ethylsulfanylbenzene), solution, [Li]CCCC (BuLi), CCCCCC (hexane), Cl (hydrochloric acid). The solvent is C(C)(=O)OCC (ethyl acetate). Reaction conditions: temperature -70 celsius, time 30 minute. Product: C(C)SC1=C(C=CC=C1)B(O)O (2-Ethylsulfanylbenzeneboronic acid). As a reaction SMILES: [B:1](OC(C)C)([O:6]C(C)C)[O:2]C(C)C.Br[C:15]1[CH:20]=[CH:19][CH:18]=[CH:17][C:16]=1[S:21][CH2:22][CH3:23].[Li]CCCC.CCCCCC.Cl>C(OCC)(=O)C>[CH2:22]([S:21][C:16]1[CH:17]=[CH:18][CH:19]=[CH:20][C:15]=1[B:1]([OH:6])[OH:2])[CH3:23]. Procedure: 9.5 g (50 mmol) of triisopropyl borate are added to a solution of 10.9 g (50.0 mmol) of 1-bromo-2-ethylsulfanylbenzene kept at −70° C. 33.3 ml of a 15% solution of BuLi in hexane (55 mmol) are then added. The mixture is stirred at −70° C. for a further 30 minutes, then 1 N hydrochloric acid and ethyl acetate are added. The organic phase is separated off, dried and evaporated. The residue is taken up in diethyl ether and filtered. A colourless solid is obtained; FAB 182 The reactants are N (ammonia), C1(=CC=CC=C1)C=1C2=C(N=C(CN1)OP(=O)(N1CCOCC1)N1CCOCC1)C=CS2 (dimorpholin-4-yl-phosphinic acid (5-phenyl-3H-thieno[3,2-e][1,4]-diazepin-2-yl) ester). Product: C1(=CC=CC=C1)C=1C2=C(N=C(CN1)N)C=CS2 (5-phenyl-3H-thieno[3,2-e][1,4]diazepin-2-ylamine). Reaction SMILES: [NH3:1].[C:2]1([C:8]2[C:9]3[S:32][CH:31]=[CH:30][C:10]=3[N:11]=[C:12](OP(N3CCOCC3)(N3CCOCC3)=O)[CH2:13][N:14]=2)[CH:7]=[CH:6][CH:5]=[CH:4][CH:3]=1>>[C:2]1([C:8]2[C:9]3[S:32][CH:31]=[CH:30][C:10]=3[N:11]=[C:12]([NH2:1])[CH2:13][N:14]=2)[CH:7]=[CH:6][CH:5]=[CH:4][CH:3]=1. Reported procedure: Gaseous ammonia was conducted into a solution of 14.4 g of dimorpholin-4-yl-phosphinic acid (5-phenyl-3H-thieno[3,2-e][1,4]-diazepin-2-yl) ester at room temperature while stirring until the starting product had reacted completely. After removal of the solvent in a vacuum the residue was extracted with dichloromethane/water in the presence of a small amount of methanol. The aqueous phase was washed several times with dichloromethane, the dichloromethane extracts were dried with sodium sulphate, f... The reactants are II (iodine), C[C@H]1CC(C=C2CC[C@H]3[C@@H]4CCC([C@@]4(C)CC[C@@H]3[C@@]12C)=O)=O (1α-methyl-androst-4-ene-3,17-dione), CuO. Solvent: C(C)(=O)O (acetic acid). Yields the product IC1C(C=C2CC[C@H]3[C@@H]4CCC([C@@]4(C)CC[C@@H]3[C@]2([C@H]1C)C)=O)=O (2-iodo-1α-methyl-androst-4-ene-3,17-dione). Isolated yield 106.6%. RXN SMILES: [I:1]I.[CH3:3][C@@H:4]1[C@@:21]2([CH3:22])[C:8]([CH2:9][CH2:10][C@@H:11]3[C@@H:20]2[CH2:19][CH2:18][C@@:16]2([CH3:17])[C@H:12]3[CH2:13][CH2:14][C:15]2=[O:23])=[CH:7][C:6](=[O:24])[CH2:5]1>C(O)(=O)C>[I:1][CH:5]1[C@H:4]([CH3:3])[C@@:21]2([CH3:22])[C:8]([CH2:9][CH2:10][C@@H:11]3[C@@H:20]2[CH2:19][CH2:18][C@@:16]2([CH3:17])[C@H:12]3[CH2:13][CH2:14][C:15]2=[O:23])=[CH:7][C:6]1=[O:24]. Procedure: 10.3 g (40 mmol) of iodine is added to 10 g (33 mmol) of 1α-methyl-androst-4-ene-3,17-dione and 7.33 g (40 mmol) of CuO in 300 ml of glacial acetic acid with stirring at room temperature. It is stirred under nitrogen atmosphere for 24 hours at 60° C. Under reduced pressure, acetic acid is distilled off. The residue is added in 600 ml of water, the product is extracted 3 times with 200 ml of ethyl acetate each, the combined ethyl acetate phases are washed neutral with sodium thiosulfate solution,... Starting materials: NC1=CC(=C(C=C1)O)Cl (4-amino-2-chlorophenol), ClC1=C(C=CC(=C1)C(F)(F)F)S(=O)(=O)Cl (2-chloro-4-trifluoromethylbenzenesulfonyl chloride). The product is ClC1=C(C=CC(=C1)C(F)(F)F)S(=O)(=O)NC1=CC(=C(C=C1)O)Cl (2-Chloro-N-(3-chloro-4-hydroxy-phenyl)-4-trifluoromethyl-benzenesulfonamide). Reaction SMILES: [NH2:1][C:2]1[CH:7]=[CH:6][C:5]([OH:8])=[C:4]([Cl:9])[CH:3]=1.[Cl:10][C:11]1[CH:16]=[C:15]([C:17]([F:20])([F:19])[F:18])[CH:14]=[CH:13][C:12]=1[S:21](Cl)(=[O:23])=[O:22]>>[Cl:10][C:11]1[CH:16]=[C:15]([C:17]([F:19])([F:18])[F:20])[CH:14]=[CH:13][C:12]=1[S:21]([NH:1][C:2]1[CH:7]=[CH:6][C:5]([OH:8])=[C:4]([Cl:9])[CH:3]=1)(=[O:23])=[O:22]. Reported procedure: 2-Chloro-N-(3-chloro-4-hydroxy-phenyl)-4-trifluoromethyl-benzenesulfonamide was synthesized (92%) from 4-amino-2-chlorophenol (Aldrich) and 2-chloro-4-trifluoromethylbenzenesulfonyl chloride in a similar manner as described in Example 421.